From a dataset of the Open Reaction Database (ORD), a public repository of structured organic reaction records. describe an organic reaction: reactants, conditions, products, and yield Reactants: N1=CC=C(C=C1)C1=CC=C(S1)S(=O)(=O)Cl (5-Pyridin-4-yl-thiophene-2-sulfonyl chloride), Cl.N[C@@H]1C(N(CC1)CC1=CC=C2C=CN=C(C2=C1)Cl)=O (3-(S)-amino-1-(1-chloro-isoquinolin-7-ylmethyl)-pyrrolidin-2-one hydrochloride). The solvent is N1=CC=CC=C1 (pyridine). Reaction conditions: time 8 hour. Yields the product ClC1=NC=CC2=CC=C(C=C12)CN1C([C@H](CC1)NS(=O)(=O)C=1SC(=CC1)C1=CC=NC=C1)=O (5-Pyridin-4-yl-thiophene-2-sulfonic acid-[1-(1-chloro-isoquinolin-7-ylmethyl)-2-oxopyrrolidin-3-(S)-yl]-amide). RXN SMILES: [N:1]1[CH:6]=[CH:5][C:4]([C:7]2[S:11][C:10]([S:12](Cl)(=[O:14])=[O:13])=[CH:9][CH:8]=2)=[CH:3][CH:2]=1.Cl.[NH2:17][C@H:18]1[CH2:22][CH2:21][N:20]([CH2:23][C:24]2[CH:33]=[C:32]3[C:27]([CH:28]=[CH:29][N:30]=[C:31]3[Cl:34])=[CH:26][CH:25]=2)[C:19]1=[O:35]>N1C=CC=CC=1>[Cl:34][C:31]1[C:32]2[C:27](=[CH:26][CH:25]=[C:24]([CH2:23][N:20]3[CH2:21][CH2:22][C@H:18]([NH:17][S:12]([C:10]4[S:11][C:7]([C:4]5[CH:5]=[CH:6][N:1]=[CH:2][CH:3]=5)=[CH:8][CH:9]=4)(=[O:14])=[O:13])[C:19]3=[O:35])[CH:33]=2)[CH:28]=[CH:29][N:30]=1 |f:1.2|. Procedure details: 5-Pyridin-4-yl-thiophene-2-sulfonyl chloride is added to a solution of 3-(S)-amino-1-(1-chloro-isoquinolin-7-ylmethyl)-pyrrolidin-2-one hydrochloride (0.12 g, 0.38 mmol) in pyridine (2 mL). The resulting mixture is stirred overnight then concentrated to dryness. The residue is diluted with methylene chloride and washed with saturated NaHCO3 solution and brine. The organic layer is dried over MgSO4, filtered and concentrated to give 105 mg of a crude solid. The crude product is purified by column... The reactants are C(C1=CC=CC=C1)OC(=O)C[C@@H]([C@H](C(=O)NCC(=O)OCC1=CC=CC=C1)F)N (benzyl N-(benzyloxycarbonyl-3-(S)-amino-2-(R)-fluorobutanoyl)glycinate). Reagents/catalysts: [Pd] (palladium on carbon). Solvent: CO (methanol). Reaction conditions: time 18 hour. The product is N[C@H]([C@H](C(=O)NCC(=O)O)F)C (N-(3-(S)-amino-2-(R)-fluorobutanoyl)glycine). The yield is 97.4%. As a reaction SMILES: C(OC([CH2:11][C@H:12]([NH2:29])[C@@H:13]([F:28])[C:14]([NH:16][CH2:17][C:18]([O:20]CC1C=CC=CC=1)=[O:19])=[O:15])=O)C1C=CC=CC=1>CO.[Pd]>[NH2:29][C@@H:12]([CH3:11])[C@@H:13]([F:28])[C:14]([NH:16][CH2:17][C:18]([OH:20])=[O:19])=[O:15]. Procedure: To a solution of benzyl N-(benzyloxycarbonyl-3-(S)-amino-2-(R)-fluorobutanoyl)glycinate (8.50 g, 21.1 mmol) in 200 mL of methanol is added 850 mg of 10% palladium on carbon. The mixture is connected to a Parr hydrogenation apparatus and hydrogenated at 50 psi for 18 hours. The mixture is then filtered through celite to remove the catalyst. Evaporation of the solvent leaves 3.66 g of the desired product as a white solid. Starting materials: CCCCCCO, CCCCC=C1CCCC1=O, Cl, [Na+], [OH-]. The product is CCCCCC1=CCCC1=O. Reaction SMILES: [CH2:2]([OH:3])[CH2:4][CH2:5][CH2:6][CH2:7][CH3:8].[CH:9]([CH2:10][CH2:11][CH2:12][CH3:13])=[C:14]1[C:15](=[O:19])[CH2:16][CH2:17][CH2:18]1.[ClH:1].[Na+:21].[OH-:20]>>[CH2:9]([CH2:10][CH2:11][CH2:12][CH3:13])[C:14]1=[CH:18][CH2:17][CH2:16][C:15]1=[O:19]. Reactants: O=O (oxygen), C(C)OP(OCC)OCC (triethylphosphite), [OH-].[K+] (potassium hydroxide), CN1C(=NC=C1[N+](=O)[O-])C(C)C (1-methyl-2-isopropyl-5-nitroimidazole). Solvent: O=P(N(C)C)(N(C)C)N(C)C (hexametapol), C(C)(=O)O (acetic acid), O (water). Reaction conditions: time 2.5 hour. Yields the product OC(C)(C)C=1N(C(=CN1)[N+](=O)[O-])C (2-(2-hydroxy-2-propyl)-1-methyl-5-nitroimidazole). Isolated yield 21.6%. RXN SMILES: C([O:3]P(OCC)OCC)C.[OH-].[K+].[CH3:13][N:14]1[C:18]([N+:19]([O-:21])=[O:20])=[CH:17][N:16]=[C:15]1[CH:22]([CH3:24])[CH3:23].O=O>O=P(N(C)C)(N(C)C)N(C)C.O.C(O)(=O)C>[OH:3][C:22]([C:15]1[N:14]([CH3:13])[C:18]([N+:19]([O-:21])=[O:20])=[CH:17][N:16]=1)([CH3:24])[CH3:23] |f:1.2|. Reported procedure: A total of 11.2 ml of triethylphosphite and 6 g of powdered potassium hydroxide were added to a solution of 8.5 g of 1-methyl-2-isopropyl-5-nitroimidazole in 40 ml of hexametapol while cooling in an ice-bath. While the solution was further cooled with ice, oxygen was conducted through the solution with vigorous stirring. After 2.5 hours, 6.1 ml of glacial acetic acid were added and the mixture was then poured into 600 ml of water and extracted four times with 150 ml portions of ether. The ether ... Starting materials: BrC1=C(C=C(C(=C1)C1=C(C(=NO1)C)C1=CC=C(C=C1)OC)O)O (4-bromo-6-[4-(4-methoxy-phenyl)-3-methyl-isoxazol-5-yl]-benzene-1,3-diol), C([O-])([O-])=O.[Cs+].[Cs+] (cesium carbonate), C(C1=CC=CC=C1)Br (Benzyl bromide), O (Water). Run in CN(C)C=O (DMF), CCCCCC (hexane). Run at time 18 hour. Product: C(C1=CC=CC=C1)OC1=C(C=C(C(=C1)OCC1=CC=CC=C1)Br)C1=C(C(=NO1)C)C1=CC=C(C=C1)OC (5-(2,4-bis-benzyloxy-5-bromo-phenyl)-4-(4-methoxy-phenyl)-3-methyl-isoxazole). Reaction SMILES: [CH2:1](Br)[C:2]1[CH:7]=[CH:6][CH:5]=[CH:4][CH:3]=1.[Br:9][C:10]1[CH:15]=[C:14]([C:16]2[O:20][N:19]=[C:18]([CH3:21])[C:17]=2[C:22]2[CH:27]=[CH:26][C:25]([O:28][CH3:29])=[CH:24][CH:23]=2)[C:13]([OH:30])=[CH:12][C:11]=1[OH:31].C(=O)([O-])[O-].[Cs+].[Cs+].O>CN(C=O)C.CCCCCC>[CH2:1]([O:30][C:13]1[CH:12]=[C:11]([O:31][CH2:1][C:2]2[CH:7]=[CH:6][CH:5]=[CH:4][CH:3]=2)[C:10]([Br:9])=[CH:15][C:14]=1[C:16]1[O:20][N:19]=[C:18]([CH3:21])[C:17]=1[C:22]1[CH:23]=[CH:24][C:25]([O:28][CH3:29])=[CH:26][CH:27]=1)[C:2]1[CH:7]=[CH:6][CH:5]=[CH:4][CH:3]=1 |f:2.3.4|. Procedure details: Benzyl bromide (0.36 ml, 3 mmol) was added suspension of 4-bromo-6-[4-(4-methoxy-phenyl)-3-methyl-isoxazol-5-yl]-benzene-1,3-diol (Example 2) (0.55 g, 1.5 mmol) and cesium carbonate (0.85 g, 2.6 mmol) in DMF (5 ml) and the mixture stirred for ˜18 hrs, at room temperature. Water (100 ml) was added and the mixture extracted with diethyl ether (2×30 ml). The combined extracts were washed with water (4×75 ml) and saturated aqueous sodium chloride solution (50 ml). The solution was dried over anhydro... Starting materials: CC#N, O=CC=Cc1c(C2CC2)nc2ccccc2c1-c1ccc(F)cc1, [O-][Cl+][O-], Cl, [Na+], [Na+], [Na+], [Na+], O, O, O, O, O, O, O=P([O-])(O)O, OO, O=S([O-])([O-])=S. Yields the product O=C(O)C=Cc1c(C2CC2)nc2ccccc2c1-c1ccc(F)cc1. Reaction SMILES: [CH3:50][C:51]#[N:52].[CH:1]1([c:4]2[n:5][c:6]3[cH:7][cH:8][cH:9][cH:10][c:11]3[c:12](-[c:18]3[cH:19][cH:20][c:21]([F:24])[cH:22][cH:23]3)[c:13]2[CH:14]=[CH:15][CH:16]=[O:17])[CH2:2][CH2:3]1.[Cl+:33]([O-:34])[O-:35].[ClH:49].[Na+:25].[Na+:36].[Na+:47].[Na+:48].[OH2:37].[OH2:38].[OH2:39].[OH2:40].[OH2:41].[OH2:53].[OH:26][P:27](=[O:28])([O-:29])[OH:30].[OH:31][OH:32].[S:42]([O-:43])([O-:44])(=[O:45])=[S:46]>>[CH:1]1([c:4]2[n:5][c:6]3[cH:7][cH:8][cH:9][cH:10][c:11]3[c:12](-[c:18]3[cH:19][cH:20][c:21]([F:24])[cH:22][cH:23]3)[c:13]2[CH:14]=[CH:15][C:16](=[O:17])[OH:26])[CH2:2][CH2:3]1.